This data is from the Open Reaction Database (ORD), a public repository of structured organic reaction records. The task is: describe an organic reaction: reactants, conditions, products, and yield The reactants are O=C(C(CC1=CC=C(C#N)C=C1)C1=CC=CC=C1)CCCC (4-(3-oxo-2-phenyl-heptyl)-benzonitrile), [OH-].[Na+] (sodium hydroxide), C(C)O (ethanol), Cl (hydrochloric acid), O (water). Product: O=C(C(CC1=CC=C(C(=O)O)C=C1)C1=CC=CC=C1)CCCC (4-(3-oxo-2-phenyl-heptyl)-benzoic acid). Reaction SMILES: [O:1]=[C:2]([CH2:19][CH2:20][CH2:21][CH3:22])[CH:3]([C:13]1[CH:18]=[CH:17][CH:16]=[CH:15][CH:14]=1)[CH2:4][C:5]1[CH:12]=[CH:11][C:8]([C:9]#N)=[CH:7][CH:6]=1.[OH-:23].[Na+].C(O)C.Cl.[OH2:29]>>[O:1]=[C:2]([CH2:19][CH2:20][CH2:21][CH3:22])[CH:3]([C:13]1[CH:18]=[CH:17][CH:16]=[CH:15][CH:14]=1)[CH2:4][C:5]1[CH:12]=[CH:11][C:8]([C:9]([OH:29])=[O:23])=[CH:7][CH:6]=1 |f:1.2|. Procedure details: 3.5 g of product of Step A with 20 ml of N sodium hydroxide solution and 50 ml of ethanol were stirred for 15 hours at reflux and the reaction medium was poured into ice-cooled water and acidified with concentrated hydrochloric acid. After separating, the residue was washed with water and dried. The crude product was impasted in 100 ml of isopropyl ether to obtain 3.27 g of the desired compound melting at 140° C. Starting materials: CCc1cc(-c2c3ccccc3cc3oc(C)c(C)c23)cc(Br)c1O, O=C(O)CCCBr, O=C([O-])[O-], COC(=O)CCCBr, [H-], [K+], [K+], [Na+], c1ccccc1. Product: CCc1cc(-c2c3ccccc3cc3oc(C)c(C)c23)cc(Br)c1OCCCC(=O)OC. As a reaction SMILES: [Br:1][c:2]1[c:3]([OH:25])[c:4]([CH2:23][CH3:24])[cH:5][c:6](-[c:8]2[c:9]3[cH:10][cH:11][cH:12][cH:13][c:14]3[cH:15][c:16]3[o:17][c:18]([CH3:22])[c:19]([CH3:21])[c:20]23)[cH:7]1.[Br:28][CH2:29][CH2:30][CH2:31][C:32]([OH:33])=[O:34].[C:43](=[O:44])([O-:45])[O-:46].[CH3:35][O:36][C:37]([CH2:38][CH2:39][CH2:40][Br:41])=[O:42].[H-:26].[K+:47].[K+:48].[Na+:27].[cH:49]1[cH:50][cH:51][cH:52][cH:53][cH:54]1>>[Br:1][c:2]1[c:3]([O:25][CH2:40][CH2:39][CH2:38][C:37]([O:36][CH3:35])=[O:42])[c:4]([CH2:23][CH3:24])[cH:5][c:6](-[c:8]2[c:9]3[cH:10][cH:11][cH:12][cH:13][c:14]3[cH:15][c:16]3[o:17][c:18]([CH3:22])[c:19]([CH3:21])[c:20]23)[cH:7]1. Starting materials: ClC(=O)OC (Methyl chloroformate), FC1=C(C=CC(=C1)F)NC(C1=C(C=C(C=C1)OC)O)=O (N-(2,4-difluorophenyl)-2-hydroxy-4-methoxybenzamide), Cl (HCl). Run in N1=CC=CC=C1 (pyridine). Run at time 16 hour. Product: FC1=C(C=CC(=C1)F)N1C(OC2=C(C1=O)C=CC(=C2)OC)=O (3-(2,4-difluorophenyl)-7-methoxy-2H-benzo[e][1,3]oxazine-2,4(3H)-dione). RXN SMILES: Cl[C:2]([O:4][CH3:5])=[O:3].[F:6][C:7]1[CH:12]=[C:11]([F:13])[CH:10]=[CH:9][C:8]=1[NH:14][C:15](=[O:25])[C:16]1C=[CH:20][C:19]([O:22][CH3:23])=[CH:18][C:17]=1O.Cl>N1C=CC=CC=1>[F:6][C:7]1[CH:12]=[C:11]([F:13])[CH:10]=[CH:9][C:8]=1[N:14]1[C:15](=[O:25])[C:16]2[CH:17]=[CH:18][C:19]([O:22][CH3:23])=[CH:20][C:5]=2[O:4][C:2]1=[O:3]. Procedure: Methyl chloroformate (0.1 mL, 1.2 mmole) was added dropwise to a stirred solution of compound 4a (0.28 g, 1 mmole) in dry pyridine (8 mL) at 0° C. The mixture was refluxed for 2 hr. After 16 hr stirring at room temperature, the pH of the reaction mixture was adjusted to pH=6 from 1 M HCl(aq). The resulting white mixture was cooled to obtain solid compound. The product was filtered off and recrystallized from hot ethanol. The residue was extracted with ethyl acetate and dried over anhydrous magne... The reactants are COC(=O)Cc1c(C)nc(Cl)nc1Oc1cccc(-c2ccccc2)c1, CN(C)C, CO. The product is COC(=O)Cc1c(C)ncnc1Oc1cccc(-c2ccccc2)c1. RXN SMILES: [CH3:1][c:2]1[c:3]([CH2:22][C:23](=[O:24])[O:25][CH3:26])[c:4]([O:9][c:10]2[cH:11][c:12](-[c:16]3[cH:17][cH:18][cH:19][cH:20][cH:21]3)[cH:13][cH:14][cH:15]2)[n:5][c:6]([Cl:8])[n:7]1.[CH3:27][N:28]([CH3:29])[CH3:30].[CH3:31][OH:32]>>[CH3:1][c:2]1[c:3]([CH2:22][C:23](=[O:24])[O:25][CH3:26])[c:4]([O:9][c:10]2[cH:11][c:12](-[c:16]3[cH:17][cH:18][cH:19][cH:20][cH:21]3)[cH:13][cH:14][cH:15]2)[n:5][cH:6][n:7]1. Starting materials: Oc1ccc(F)cc1, COc1ccc(C(O)CCN2CCC(c3cccc(NC(=O)C(C)C)c3)CC2)cc1. Yields the product COc1ccc(C(CCN2CCC(c3cccc(NC(=O)C(C)C)c3)CC2)Oc2ccc(F)cc2)cc1. RXN SMILES: [F:31][c:32]1[cH:33][cH:34][c:35]([OH:38])[cH:36][cH:37]1.[OH:1][CH:2]([CH2:3][CH2:4][N:5]1[CH2:6][CH2:7][CH:8]([c:11]2[cH:12][c:13]([NH:17][C:18]([CH:19]([CH3:20])[CH3:21])=[O:22])[cH:14][cH:15][cH:16]2)[CH2:9][CH2:10]1)[c:23]1[cH:24][cH:25][c:26]([O:29][CH3:30])[cH:27][cH:28]1>>[O:1]([CH:2]([CH2:3][CH2:4][N:5]1[CH2:6][CH2:7][CH:8]([c:11]2[cH:12][c:13]([NH:17][C:18]([CH:19]([CH3:20])[CH3:21])=[O:22])[cH:14][cH:15][cH:16]2)[CH2:9][CH2:10]1)[c:23]1[cH:24][cH:25][c:26]([O:29][CH3:30])[cH:27][cH:28]1)[c:35]1[cH:34][cH:33][c:32]([F:31])[cH:37][cH:36]1.